This data is from the Open Reaction Database (ORD), a public repository of structured organic reaction records. The task is: describe an organic reaction: reactants, conditions, products, and yield Reactants: Cl (HCl), ice, C(CCCC)C1=CCC(CC1)C(=O)OCC (Ethyl 4-pentyl-3-cyclohexen-l-carboxylate), [OH-].[K+] (potassium hydroxide). Run in O (water), O (water). Yields the product C(CCCC)C1=CCC(CC1)C(=O)O (4-pentyl-3-cyclohexen-1-carboxylic acid). As a reaction SMILES: [CH2:1]([C:6]1[CH2:11][CH2:10][CH:9]([C:12]([O:14]CC)=[O:13])[CH2:8][CH:7]=1)[CH2:2][CH2:3][CH2:4][CH3:5].[OH-].[K+].Cl>O>[CH2:1]([C:6]1[CH2:11][CH2:10][CH:9]([C:12]([OH:14])=[O:13])[CH2:8][CH:7]=1)[CH2:2][CH2:3][CH2:4][CH3:5] |f:1.2|. Procedure details: Ethyl 4-pentyl-3-cyclohexen-l-carboxylate (3.0 g) is added to a solution of water (27 ml) and potassium hydroxide (2.6 g). The mixture is stirred under reflux for 16 hours. The reaction mixture is then neutralized with a mixture of concentrated HCl (40 ml), water (40 ml), and ice (ca. 40 g), and the mixture extracted with dichloromethane (100 ml). The combined organic extracts are dried with sodium sulfate, and the solution concentrated in vacuo. The solid is recrystallized from a mixture of met...